This data is from the Open Reaction Database (ORD), a public repository of structured organic reaction records. The task is: describe an organic reaction: reactants, conditions, products, and yield Reactants: CC(=O)Nc1cc(C(F)(F)F)c([N+](=O)[O-])cc1C(=O)O, CO, O, O=S(=O)(O)O. The product is Nc1cc(C(F)(F)F)c([N+](=O)[O-])cc1C(=O)O. Reaction SMILES: [C:1](=[O:2])([CH3:3])[NH:4][c:5]1[c:6]([C:7](=[O:8])[OH:9])[cH:10][c:11]([N+:18](=[O:19])[O-:20])[c:12]([C:14]([F:15])([F:16])[F:17])[cH:13]1.[CH3:26][OH:27].[OH2:28].[S:21](=[O:22])(=[O:23])([OH:24])[OH:25]>>[NH2:4][c:5]1[c:6]([C:7](=[O:8])[OH:9])[cH:10][c:11]([N+:18](=[O:19])[O-:20])[c:12]([C:14]([F:15])([F:16])[F:17])[cH:13]1. Starting materials: CC=CCn1c(C)c(C)c2cn[nH]c(=O)c21, [Na+], [OH-], O, O=P(Cl)(Cl)Cl. Yields the product CC=CCn1c(C)c(C)c2cnnc(Cl)c21. As a reaction SMILES: [CH2:6]([CH:7]=[CH:8][CH3:9])[n:10]1[c:11]([CH3:21])[c:12]([CH3:20])[c:13]2[c:14]1[c:15](=[O:19])[nH:16][n:17][cH:18]2.[Na+:23].[OH-:22].[OH2:24].[P:1]([Cl:2])([Cl:3])([Cl:4])=[O:5]>>[Cl:3][c:15]1[c:14]2[n:10]([CH2:6][CH:7]=[CH:8][CH3:9])[c:11]([CH3:21])[c:12]([CH3:20])[c:13]2[cH:18][n:17][n:16]1.